Dataset: the Open Reaction Database (ORD), a public repository of structured organic reaction records. Task: describe an organic reaction: reactants, conditions, products, and yield The reactants are FC1=C(C=CC(=C1)C(NC(C)C)=O)N1CCN(CC1)C(=O)OC(C)(C)C (Tert-butyl 4-(2-fluoro-4-(isopropylcarbamoyl)phenyl)piperazine-1-carboxylate), Cl (HCl). Run in O1CCOCC1 (dioxane), C(C)OCC (ethyl ether). Conditions: time 30 minute. The product is Cl.FC=1C=C(C(=O)NC(C)C)C=CC1N1CCNCC1 (3-fluoro-N-isopropyl-4-(piperazin-1-yl)benzamide hydrochloride). Reaction SMILES: [F:1][C:2]1[CH:7]=[C:6]([C:8](=[O:13])[NH:9][CH:10]([CH3:12])[CH3:11])[CH:5]=[CH:4][C:3]=1[N:14]1[CH2:19][CH2:18][N:17](C(OC(C)(C)C)=O)[CH2:16][CH2:15]1.[ClH:27]>O1CCOCC1.C(OCC)C>[ClH:27].[F:1][C:2]1[CH:7]=[C:6]([CH:5]=[CH:4][C:3]=1[N:14]1[CH2:15][CH2:16][NH:17][CH2:18][CH2:19]1)[C:8]([NH:9][CH:10]([CH3:12])[CH3:11])=[O:13] |f:4.5|. Reported procedure: Tert-butyl 4-(2-fluoro-4-(isopropylcarbamoyl)phenyl)piperazine-1-carboxylate (1.10 g, 3.01 mmol) was diluted with 4.0M HCl in dioxane (3 mL) and stirred for 30 min. The thick white precipitate that formed was diluted with ethyl ether (10 mL) and stirred until a fine suspension resulted. The precipitate was filtered under nitrogen and dried in vacuum to afford 3-fluoro-N-isopropyl-4-(piperazin-1-yl)benzamide hydrochloride as a white solid. ESI-MS: m/z 302 (M+H)+. Reactants: C(CCC)OC1=CC=C(C=O)C=C1 (4-butoxybenzaldehyde), NC1=CC=CC=C1 (aniline), C1(=CC=CC=C1)C (toluene). Reagents/catalysts: C1(=CC=C(C=C1)S(=O)(=O)O)C (p-toluenesulfonic acid). Solvent: O (water). The product is O(CCCC)C1=CC=C(C=NC2=CC=CC=C2)C=C1 (N-(4-butoxylbenzylidene)aniline). Isolated yield 77.0%. As a reaction SMILES: [CH2:1]([O:5][C:6]1[CH:13]=[CH:12][C:9]([CH:10]=O)=[CH:8][CH:7]=1)[CH2:2][CH2:3][CH3:4].[NH2:14][C:15]1[CH:20]=[CH:19][CH:18]=[CH:17][CH:16]=1.C1(C)C=CC=CC=1>C1(C)C=CC(S(O)(=O)=O)=CC=1.O>[O:5]([C:6]1[CH:13]=[CH:12][C:9]([CH:10]=[N:14][C:15]2[CH:20]=[CH:19][CH:18]=[CH:17][CH:16]=2)=[CH:8][CH:7]=1)[CH2:1][CH2:2][CH2:3][CH3:4]. Reported procedure: A mixture of 7.2 g (0.040 mol) of 4-butoxybenzaldehyde, 4.0 g (0.044 mol) of aniline, 0.10 g of p-toluenesulfonic acid, and 75 mL of toluene was heated at reflux for 16 hr, with continuous azeotropic separation of the water evolved. Upon cooling, the contents of the flask were chromatographed on silica gel using dichloromethane as the eluent to give 7.8 g (77%) of N-(4-butoxylbenzylidene)aniline as a viscous oil. Crystallization from heptane afforded an analytical sample of a white solid.